From a dataset of the Open Reaction Database (ORD), a public repository of structured organic reaction records. describe an organic reaction: reactants, conditions, products, and yield Starting materials: COC1(C(C2=CC=C(C=C2C1=O)C1=CC=C(C=C1)C=1C=C2C(C(C(C2=CC1)=O)(OC)OC)=O)=O)OC (1,4-bis(2,2-dimethoxy-1,3-dioxoindan-5-yl)benzene), C(C)(=O)O (acetic acid), Br (hydrobromic acid). The solvent is O (water). The product is OC1(C(C2=CC=C(C=C2C1=O)C1=CC=C(C=C1)C=1C=C2C(C(C(C2=CC1)=O)(O)O)=O)=O)O (1,4-bis(2,2-dihydroxy-1,3-dioxoindan-5-yl)benzene). Isolated yield 91.0%. RXN SMILES: C[O:2][C:3]1([O:35]C)[C:11](=[O:12])[C:10]2[C:5](=[CH:6][CH:7]=[C:8]([C:13]3[CH:18]=[CH:17][C:16]([C:19]4[CH:20]=[C:21]5[C:25](=[CH:26][CH:27]=4)[C:24](=[O:28])[C:23]([O:31]C)([O:29]C)[C:22]5=[O:33])=[CH:15][CH:14]=3)[CH:9]=2)[C:4]1=[O:34].C(O)(=O)C.Br>O>[OH:31][C:23]1([OH:29])[C:22](=[O:33])[C:21]2[C:25](=[CH:26][CH:27]=[C:19]([C:16]3[CH:15]=[CH:14][C:13]([C:8]4[CH:9]=[C:10]5[C:5](=[CH:6][CH:7]=4)[C:4](=[O:34])[C:3]([OH:35])([OH:2])[C:11]5=[O:12])=[CH:18][CH:17]=3)[CH:20]=2)[C:24]1=[O:28]. Procedure details: 1,4-bis(2,2-dimethoxy-1,3-dioxoindan-5-yl)benzene (20) (209 mg, 0.429 mmol) was suspended in a solvent mixture of 3 ml of acetic acid and 3 ml of water, and the suspension was mixed with 3 ml of 47% hydrobromic acid. The mixture was refluxed for 2 hours. It was then cooled to room temperature to deposit a solid, which was collected by filtration. The solid was washed with cold water and chloroform and vacuum dried to obtain 168 mg (91%) of 1,4-bis(2,2-dihydroxy-1,3-dioxoindan-5-yl)benzene (21) i...